From a dataset of the Open Reaction Database (ORD), a public repository of structured organic reaction records. describe an organic reaction: reactants, conditions, products, and yield The reactants are SC1=NNC=N1 (3-mercapto-1H-1,2,4-triazole), di-4-nitrophenyl-N-(4-toluenesulfonyl)-phosphoramidate, C[Si](N[Si](C)(C)C)(C)C (hexamethyldisilazane), N (ammonia). Solvent: ClCCl (dichloromethane). Conditions: time 30 minute. Product: C[Si](N1N=C(N=C1)S[Si](C)(C)C)(C)C (1-trimethylsilyl-3-trimethylsilylthio-1H-1,2,4-triazole). Isolated yield 134.4%. As a reaction SMILES: C[Si](C)(C)[NH:3][Si:4]([CH3:7])([CH3:6])[CH3:5].[SH:10][C:11]1[N:15]=[CH:14]N[N:12]=1.N>ClCCl>[CH3:7][Si:4]([CH3:5])([CH3:6])[N:3]1[CH:14]=[N:15][C:11]([S:10][Si:4]([CH3:7])([CH3:6])[CH3:5])=[N:12]1. Procedure: 1-trimethylsilyl-3-trimethylsilylthio-1H-1,2,4-triazole was prepared by adding 29.2 ml (140 mmoles) of hexamethyldisilazane to a refluxing suspension of 9.70 g (96 mmoles) of 3-mercapto-1H-1,2,4-triazole and 100 mg (0.25 mmole) of di-4-nitrophenyl-N-(4-toluenesulfonyl)-phosphoramidate in 200 ml of dichloromethane and the calculated amount of ammonia was evolved after refluxing for 75 minutes. Refluxing was continued for 30 minutes and then the clear solution obtained was evaporated to dryness to... Reactants: NC1=NC=C(N=C1C#N)C1=CC(=CC(=C1)C(F)(F)F)C(F)(F)F (2-amino-3-cyano-5-[3,5-di(trifluoromethyl)phenyl]pyrazine), C(O)(O)=O.NC(=N)N (guanidine carbonate), O (water). The solvent is CN(C(C)=O)C (N,N-dimethylacetamide). The product is NC1=NC2=NC=C(N=C2C(=N1)N)C1=CC(=CC(=C1)C(F)(F)F)C(F)(F)F (2,4-diamino-6-[3,5-di(trifluoromethyl)phenyl]pteridine). RXN SMILES: N[C:2]1[C:7]([C:8]#[N:9])=[N:6][C:5]([C:10]2[CH:15]=[C:14]([C:16]([F:19])([F:18])[F:17])[CH:13]=[C:12]([C:20]([F:23])([F:22])[F:21])[CH:11]=2)=[CH:4][N:3]=1.C(=O)(O)O.[NH2:28][C:29]([NH2:31])=[NH:30].O>CN(C)C(=O)C>[NH2:30][C:29]1[N:31]=[C:8]([NH2:9])[C:7]2[C:2](=[N:3][CH:4]=[C:5]([C:10]3[CH:15]=[C:14]([C:16]([F:19])([F:18])[F:17])[CH:13]=[C:12]([C:20]([F:22])([F:21])[F:23])[CH:11]=3)[N:6]=2)[N:28]=1 |f:1.2|. Reported procedure: Under a nitrogen atmosphere, a stirred solution of 1.0 gram (0.003 mole) of 2-amino-3-cyano-5-[3,5-di(trifluoromethyl)phenyl]pyrazine and 1.3 grams (0.007 mole) of guanidine carbonate in 10 mL of N,N-dimethylacetamide is heated at about 150° C. for 40 hours. After this time, the reaction mixture is poured into 50 mL of water. The resultant solid is collected by filtration and is then slurried in 25 mL of diethyl ether. The solid is again collected by filtration and is then recrystallized from et... The reactants are Cc1nc(SCCO[Si](C)(C)C(C)(C)C)ccc1[N+](=O)[O-], C1CCOC1, [Cl-], [NH4+], [Zn]. Product: Cc1nc(SCCO[Si](C)(C)C(C)(C)C)ccc1N. Reaction SMILES: [C:1]([CH3:2])([CH3:3])([CH3:4])[Si:5]([O:6][CH2:7][CH2:8][S:9][c:10]1[cH:11][cH:12][c:13]([N+:17]([O-:18])=[O:19])[c:14]([CH3:16])[n:15]1)([CH3:20])[CH3:21].[CH2:24]1[O:25][CH2:26][CH2:27][CH2:28]1.[Cl-:22].[NH4+:23].[Zn:29]>>[C:1]([CH3:2])([CH3:3])([CH3:4])[Si:5]([O:6][CH2:7][CH2:8][S:9][c:10]1[cH:11][cH:12][c:13]([NH2:17])[c:14]([CH3:16])[n:15]1)([CH3:20])[CH3:21]. Reactants: FC(S(=O)(=O)OC1=NC(=CC=C1)Cl)(F)F (6-chloropyridin-2-yl trifluoromethanesulfonate), C[Sn](C)(C)Cl (trimethyltin chloride). Yields the product ClC1=NC(=CC=C1)[Sn](C)(C)C (2-chloro-6-(trimethylstannyl)pyridine). As a reaction SMILES: FC(F)(F)S(O[C:7]1[CH:12]=[CH:11][CH:10]=[C:9]([Cl:13])[N:8]=1)(=O)=O.[CH3:16][Sn:17](Cl)([CH3:19])[CH3:18]>>[Cl:13][C:9]1[CH:10]=[CH:11][CH:12]=[C:7]([Sn:17]([CH3:19])([CH3:18])[CH3:16])[N:8]=1. Reported procedure: 6-chloropyridin-2-yl trifluoromethanesulfonate (4.12 mmol) was used in Procedure I with trimethyltin chloride to yield 2-chloro-6-(trimethylstannyl)pyridine. The crude material (˜4 mmol) was used in Procedure K with N-(4-chloro-3-iodophenyl)-2-methyl-6-(trifluoromethyl)nicotinamide (2 mmol). Purified by silica gel chromatography (5-45% ethyl acetate/hexane) to yield N-(4-chloro-3-(6-chloropyridin-2-yl)phenyl)-2-methyl-6-(trifluoromethyl)nicotinamide as a white solid: TLC Rf=0.45 (25% ethyl aceta... Starting materials: C1CCNCC1, CCO, O=[N+]([O-])c1cnccc1Cl. The product is O=[N+]([O-])c1cnccc1N1CCCCC1. RXN SMILES: [CH2:11]1[CH2:12][CH2:13][NH:14][CH2:15][CH2:16]1.[CH3:17][CH2:18][OH:19].[N+:1](=[O:2])([O-:3])[c:4]1[cH:5][n:6][cH:7][cH:8][c:9]1[Cl:10]>>[N+:1](=[O:2])([O-:3])[c:4]1[cH:5][n:6][cH:7][cH:8][c:9]1[N:14]1[CH2:13][CH2:12][CH2:11][CH2:16][CH2:15]1.